Dataset: the Open Reaction Database (ORD), a public repository of structured organic reaction records. Task: describe an organic reaction: reactants, conditions, products, and yield Starting materials: C(C)OC(CC1(CC1)C1=CC=C(C=C1)C1=CC=C(C=C1)C1=C(C(=NO1)C)C(C\C=C\C1=CC=C(C=C1)CC1=CC=CC=C1)O)=O ([1-(4′-{4-[(E)-4-(4-Benzyl-phenyl)-1-hydroxy-but-3-enyl]-3-methyl-isoxazol-5-yl}-biphenyl-4-yl)-cyclopropyl]-acetic acid ethyl ester). Reagents/catalysts: [Pd] (palladium on carbon). The solvent is CCO (EtOH). Conditions: time 8 hour. Product: C(C)OC(CC1(CC1)C1=CC=C(C=C1)C1=CC=C(C=C1)C1=C(C(=NO1)C)C(CCCC1=CC=C(C=C1)CC1=CC=CC=C1)O)=O ([1-(4′-{4-[4-(4-Benzyl-phenyl)-1-hydroxy-butyl]-3-methyl-isoxazol-5-yl}-biphenyl-4-yl)-cyclopropyl]-acetic acid ethyl ester). RXN SMILES: [CH2:1]([O:3][C:4](=[O:45])[CH2:5][C:6]1([C:9]2[CH:14]=[CH:13][C:12]([C:15]3[CH:20]=[CH:19][C:18]([C:21]4[O:25][N:24]=[C:23]([CH3:26])[C:22]=4[CH:27]([OH:44])[CH2:28]/[CH:29]=[CH:30]/[C:31]4[CH:36]=[CH:35][C:34]([CH2:37][C:38]5[CH:43]=[CH:42][CH:41]=[CH:40][CH:39]=5)=[CH:33][CH:32]=4)=[CH:17][CH:16]=3)=[CH:11][CH:10]=2)[CH2:8][CH2:7]1)[CH3:2]>CCO.[Pd]>[CH2:1]([O:3][C:4](=[O:45])[CH2:5][C:6]1([C:9]2[CH:10]=[CH:11][C:12]([C:15]3[CH:20]=[CH:19][C:18]([C:21]4[O:25][N:24]=[C:23]([CH3:26])[C:22]=4[CH:27]([OH:44])[CH2:28][CH2:29][CH2:30][C:31]4[CH:36]=[CH:35][C:34]([CH2:37][C:38]5[CH:39]=[CH:40][CH:41]=[CH:42][CH:43]=5)=[CH:33][CH:32]=4)=[CH:17][CH:16]=3)=[CH:13][CH:14]=2)[CH2:8][CH2:7]1)[CH3:2]. Procedure: [1-(4′-{4-[(E)-4-(4-Benzyl-phenyl)-1-hydroxy-but-3-enyl]-3-methyl-isoxazol-5-yl}-biphenyl-4-yl)-cyclopropyl]-acetic acid ethyl ester (0.203 g, 0.340 mmol) was dissolved in EtOH and palladium on carbon (0.020 g, 10% wt., wet: 50% w/w H2O) was added. The reaction was stirred under H2 (g) atmosphere overnight then filtered through Celite to afford the title compound in EtOH solution, which was brought to the next step without further purification. Starting materials: ClCC(=O)O (chloroacetic acid), Cl.C(C)NCC (diethylamine HCl), Cl.CN(CCCN=C=NCC)C (1-(3-dimethylaminopropyl)-3-ethyl carbodiimide hydrochloride), CN1CCOCC1 (4-methyl morpholine). Run in C(Cl)Cl (methylene chloride). Run at temperature 0 celsius, time 1 hour. The product is ClCC(=O)N(CC)CC (2-Chloro-N,N-diethylacetamide). The yield is 56.5%. RXN SMILES: [Cl:1][CH2:2][C:3]([OH:5])=O.Cl.[CH2:7]([NH:9][CH2:10][CH3:11])[CH3:8].Cl.CN(C)CCCN=C=NCC.CN1CCOCC1>C(Cl)Cl>[Cl:1][CH2:2][C:3]([N:9]([CH2:10][CH3:11])[CH2:7][CH3:8])=[O:5] |f:1.2,3.4|. Procedure: To a solution of chloroacetic acid (10 g, 0.11 mol) in methylene chloride (530 ml) at 0° C. was added diethylamine HCl (15.3 g, 0.14 mol), 1-(3-dimethylaminopropyl)-3-ethyl carbodiimide hydrochloride (26.4 g, 0.14 mol) and 4-methyl morpholine (29 ml, 0.27 mol). After the reaction stirred 1 hour at 0° C., the reaction was stirred at room temperature for 4 hours. The reaction mixture was then washed with water, 1N hydrochloric acid (until the aqueous phase was colorless) and saturated sodium chlor... Reactants: C1(=CC=CC=C1)S (thiophenol), [OH-].[Na+] (sodium hydroxide), BrCC(=O)OC(C)(C)C (tert-butyl bromoacetate). The solvent is O (water). The product is C1(=CC=CC=C1)SCC(=O)OC(C)(C)C (tert-butyl (phenylthio)acetate). Yield: 111.3%. RXN SMILES: [OH-].[Na+].[C:3]1([SH:9])[CH:8]=[CH:7][CH:6]=[CH:5][CH:4]=1.Br[CH2:11][C:12]([O:14][C:15]([CH3:18])([CH3:17])[CH3:16])=[O:13]>O>[C:3]1([S:9][CH2:11][C:12]([O:14][C:15]([CH3:18])([CH3:17])[CH3:16])=[O:13])[CH:8]=[CH:7][CH:6]=[CH:5][CH:4]=1 |f:0.1|. Procedure: After 2.05 g of sodium hydroxide was dissolved in 50 ml of water, 5.65 g of thiophenol was added to the solution under ice cooling, and the mixture was stirred for a half hour at room temperature. Under ice cooling, 10.0 g of tert-butyl bromoacetate was added to the reaction mixture and the resulting mixture was reacted at room temperature for 3 hours. After completion of the reaction, the reaction mixture was extracted 3 times with ethyl acetate and the extract was washed with saturated sodium ... Reactants: OC1=CC=C(C=O)C=C1 (4-hydroxybenzaldehyde), Cl.CN(CCCl)C (2-dimethylaminoethyl chloride hydrochloride), C([O-])([O-])=O.[K+].[K+] (potassium carbonate), C(C)(=O)OCC (ethyl acetate). Run in CN(C=O)C (N,N-dimethylformamide). Run at time 18 hour. The product is CN(CCOC1=CC=C(C=O)C=C1)C (4-[2-(dimethylamino)-ethoxy]benzaldehyde). The yield is 66.3%. RXN SMILES: [OH:1][C:2]1[CH:9]=[CH:8][C:5]([CH:6]=[O:7])=[CH:4][CH:3]=1.Cl.[CH3:11][N:12]([CH3:16])[CH2:13][CH2:14]Cl.C(=O)([O-])[O-].[K+].[K+].C(OCC)(=O)C>CN(C)C=O>[CH3:11][N:12]([CH3:16])[CH2:13][CH2:14][O:1][C:2]1[CH:9]=[CH:8][C:5]([CH:6]=[O:7])=[CH:4][CH:3]=1 |f:1.2,3.4.5|. Procedure details: To a solution of 4-hydroxybenzaldehyde (610 mg) in N,N-dimethylformamide (20 mL) is added successively 2-dimethylaminoethyl chloride hydrochloride (1.08 g) and potassium carbonate (2.0 g), and the mixture is stirred at room temperature for 18 hours. To the reaction mixture is added ethyl acetate, and the mixture is washed with water and saturated brine and dried over anhydrous sodium sulfate. The resultant crude product is purified by column chromatography in silica gel (Solvent; chloroform:meth... Reactants: NC1=NNC=C1C(=O)C=1OC=CC1 ((3-amino-1H-pyrazol-4-yl)-2-furanylmethanone), 1-phenyl-1-propynone, C(C)O (ethanol). Reagents/catalysts: B(F)(F)F.CCOCC (boron trifluoride etherate). Yields the product O1C(=CC=C1)C(=O)C=1C=NN2C1N=CC=C2C2=CC=CC=C2 (2-Furanyl(7-phenylpyrazolo[1,5-a]pyrimidin-3-yl)methanone). RXN SMILES: [NH2:1][C:2]1[C:6]([C:7]([C:9]2[O:10][CH:11]=[CH:12][CH:13]=2)=[O:8])=[CH:5][NH:4][N:3]=1.[CH2:14](O)[CH3:15]>B(F)(F)F.CCOCC>[O:10]1[CH:11]=[CH:12][CH:13]=[C:9]1[C:7]([C:6]1[CH:5]=[N:4][N:3]2[C:13]([C:15]3[CH:14]=[CH:9][CH:7]=[CH:6][CH:5]=3)=[CH:12][CH:11]=[N:1][C:2]=12)=[O:8] |f:2.3|. Reported procedure: A mixture of 0.86 g of (3-amino-1H-pyrazol-4-yl)-2-furanylmethanone and 0.63 g of 1-phenyl-1-propynone in 35 ml of ethanol with several drops of boron trifluoride etherate was refluxed for 18 hours. The solvent was removed and the residue chromatographed on silica gel with ethyl acetate:hexane (1:20) as eluent and a gradual change to ethyl acetate:hexane (2:5). Elution with ethyl acetate gave a solid which was recrystallized from dichloromethanehexane, giving the desired product, mp 185°-187° C. The reactants are [Al+3], BrBr, O=C([O-])[O-], COc1ccc2cnccc2c1, [Cl-], [Cl-], [Cl-], ClCCl, [Na+], [Na+], O. Yields the product COc1ccc2cnccc2c1Br. As a reaction SMILES: [Al+3:14].[Br:17][Br:18].[C:19](=[O:20])([O-:21])[O-:22].[CH3:1][O:2][c:3]1[cH:4][c:5]2[cH:6][cH:7][n:8][cH:9][c:10]2[cH:11][cH:12]1.[Cl-:13].[Cl-:15].[Cl-:16].[Cl:25][CH2:26][Cl:27].[Na+:23].[Na+:24].[OH2:28]>>[CH3:1][O:2][c:3]1[c:4]([Br:17])[c:5]2[cH:6][cH:7][n:8][cH:9][c:10]2[cH:11][cH:12]1. Starting materials: CCN(C(C)C)C(C)C, O=S(=O)(Cl)c1cc(Cl)cc(Cl)c1, ClCCl, O=C(O)C1CCCN1. Product: O=C(O)C1CCCN1S(=O)(=O)c1cc(Cl)cc(Cl)c1. As a reaction SMILES: [CH:9]([N:10]([CH2:11][CH3:12])[CH:13]([CH3:14])[CH3:15])([CH3:16])[CH3:17].[Cl:18][c:19]1[cH:20][c:21]([S:26](=[O:27])(=[O:28])[Cl:29])[cH:22][c:23]([Cl:25])[cH:24]1.[Cl:30][CH2:31][Cl:32].[NH:1]1[CH:2]([C:3](=[O:4])[OH:5])[CH2:6][CH2:7][CH2:8]1>>[N:1]1([S:26]([c:21]2[cH:20][c:19]([Cl:18])[cH:24][c:23]([Cl:25])[cH:22]2)(=[O:27])=[O:28])[CH:2]([C:3](=[O:4])[OH:5])[CH2:6][CH2:7][CH2:8]1. Reactants: CC#N, CCN(C(C)C)C(C)C, Cc1ccc(N2CCc3ncnc(Cl)c3C2)c(C#N)c1, NCc1ccc2cccnc2c1. Product: Cc1ccc(N2CCc3ncnc(NCc4ccc5cccnc5c4)c3C2)c(C#N)c1. RXN SMILES: [CH3:42][C:43]#[N:44].[CH:33]([N:34]([CH2:35][CH3:36])[CH:37]([CH3:38])[CH3:39])([CH3:40])[CH3:41].[Cl:1][c:2]1[c:3]2[c:4]([n:5][cH:6][n:7]1)[CH2:8][CH2:9][N:10]([c:12]1[c:13]([C:14]#[N:15])[cH:16][c:17]([CH3:20])[cH:18][cH:19]1)[CH2:11]2.[n:21]1[cH:22][cH:23][cH:24][c:25]2[cH:26][cH:27][c:28]([CH2:31][NH2:32])[cH:29][c:30]12>>[c:2]1([NH:32][CH2:31][c:28]2[cH:27][cH:26][c:25]3[cH:24][cH:23][cH:22][n:21][c:30]3[cH:29]2)[c:3]2[c:4]([n:5][cH:6][n:7]1)[CH2:8][CH2:9][N:10]([c:12]1[c:13]([C:14]#[N:15])[cH:16][c:17]([CH3:20])[cH:18][cH:19]1)[CH2:11]2. The reactants are C(CCC)N(CCCC)CCCC (tri-n-butylamine), C([C@H](O)[C@@H](O)C(=O)O)(=O)O (L-(+)-tartaric acid), [Cl-].ClCC(C[N+](C)(C)C)O (3-chloro-2-hydroxy-propyltrimethylammonium chloride). The solvent is O (water), O (water). Run at temperature 30 celsius. Yields the product Cl.C(CCC)N(CCCC)CCCC (tributylamine hydrochloride). The yield is 97.6%. Reaction SMILES: [CH2:1]([N:5]([CH2:10][CH2:11][CH2:12][CH3:13])[CH2:6][CH2:7][CH2:8][CH3:9])[CH2:2][CH2:3][CH3:4].C(O)(=O)[C@@H]([C@H](C(O)=O)O)O.[Cl-].[Cl:25]CC(O)C[N+](C)(C)C>O>[ClH:25].[CH2:10]([N:5]([CH2:1][CH2:2][CH2:3][CH3:4])[CH2:6][CH2:7][CH2:8][CH3:9])[CH2:11][CH2:12][CH3:13] |f:2.3,5.6|. Reported procedure: While stirring, 18.54 g (100 mmole) of tri-n-butylamine was added drop by drop to 7.50 g (50 mmole) of L-(+)-tartaric acid, which was dissolved in 50 ml of water, whereby the solution was heated to 30° C. Subsequently, 18.81 g (100 mmole) of 3-chloro-2-hydroxy-propyltrimethylammonium chloride, which was dissolved in 100 ml of water, was added to the solution. The resultant clear solution was extracted with 8 separate portions of 150 ml of methylene chloride. The extractions were evaporated under... Procedure details: 3 g of tert-butyl (1R,trans ΔZ) 3-(2-methoxy-2-cyanoethenyl)-2,2-dimethyl-cyclopropane carboxylate were dissolved in 60 ml of methylene chloride and 14.6 ml of trifluoroacetic acid were introduced slowly at 0° C. with stirring for 3 hours at 0° C. The mixture was evaporated to dryness by distillation under reduced pressure and cyclohexane was added to the residue. The mixture was again evaporated to dryness under reduced pressure and the residue was chromatographed over silica gel. Elution with ... Conditions: temperature 0 celsius, time 3 hour. Starting materials: COC(=CC1C(C1C(=O)[O-])(C)C)C#N (3-(2-methoxy-2-cyanoethenyl)-2,2-dimethyl-cyclopropane carboxylate), FC(C(=O)O)(F)F (trifluoroacetic acid). The product is COC(=CC1C(C1C(=O)O)(C)C)C#N (3-(2-methoxy-2-cyanoethenyl)-2,2-dimethyl-cyclopropane carboxylic acid). As a reaction SMILES: [CH3:1][O:2][C:3]([C:13]#[N:14])=[CH:4][CH:5]1[CH:7]([C:8]([O-:10])=[O:9])[C:6]1([CH3:12])[CH3:11].FC(F)(F)C(O)=O>C(Cl)Cl>[CH3:1][O:2][C:3]([C:13]#[N:14])=[CH:4][CH:5]1[CH:7]([C:8]([OH:10])=[O:9])[C:6]1([CH3:11])[CH3:12]. Run in C(Cl)Cl (methylene chloride).